From a dataset of the Open Reaction Database (ORD), a public repository of structured organic reaction records. describe an organic reaction: reactants, conditions, products, and yield Starting materials: O=C([O-])O, CC(C)O, CC(C)(C)OC(=O)C1CN(Cc2ccc(C#N)c(Cl)c2)C1, Cl, NO, [Na+]. Yields the product CC(C)(C)OC(=O)C1CN(Cc2ccc(C(N)=NO)c(Cl)c2)C1. As a reaction SMILES: [C:25](=[O:26])([OH:27])[O-:28].[CH:30]([OH:31])([CH3:32])[CH3:33].[Cl:1][c:2]1[cH:3][c:4]([CH2:5][N:6]2[CH2:7][CH:8]([C:10](=[O:11])[O:12][C:13]([CH3:14])([CH3:15])[CH3:16])[CH2:9]2)[cH:17][cH:18][c:19]1[C:20]#[N:21].[ClH:22].[NH2:23][OH:24].[Na+:29]>>[Cl:1][c:2]1[cH:3][c:4]([CH2:5][N:6]2[CH2:7][CH:8]([C:10](=[O:11])[O:12][C:13]([CH3:14])([CH3:15])[CH3:16])[CH2:9]2)[cH:17][cH:18][c:19]1[C:20]([NH2:21])=[N:23][OH:24]. Reactants: [Br-], CCCC[N+](CCCC)(CCCC)CCCC, C#CCOc1cc(CO)cc(Cl)c1OCC#C, CI, [K+], C1CCOC1, [OH-]. Yields the product C#CCOc1cc(COC)cc(Cl)c1OCC#C. Reaction SMILES: [Br-:22].[CH2:23]([N+:24]([CH2:25][CH2:26][CH2:27][CH3:28])([CH2:29][CH2:30][CH2:31][CH3:32])[CH2:33][CH2:34][CH2:35][CH3:36])[CH2:37][CH2:38][CH3:39].[Cl:1][c:2]1[cH:3][c:4]([CH2:5][OH:6])[cH:7][c:8]([O:14][CH2:15][C:16]#[CH:17])[c:9]1[O:10][CH2:11][C:12]#[CH:13].[I:20][CH3:21].[K+:19].[O:40]1[CH2:41][CH2:42][CH2:43][CH2:44]1.[OH-:18]>>[Cl:1][c:2]1[cH:3][c:4]([CH2:5][O:6][CH3:21])[cH:7][c:8]([O:14][CH2:15][C:16]#[CH:17])[c:9]1[O:10][CH2:11][C:12]#[CH:13]. Reactants: C(C)N1CCN(CC1)C1=CC=C(C=N1)C(=O)[O-].[K+] (potassium 6-(4-ethyl-1-piperazinyl)-pyridine-3-carboxylate), NCCCCCCCCCCCCO (12-aminododecanol), ON1N=NC2=C1C=CC=C2 (1-hydroxybenzotriazole), C1(CCCCC1)N=C=NC1CCCCC1 (1,3-dicyclohexylcarbodiimide). The solvent is C(Cl)(Cl)Cl (chloroform), C(Cl)(Cl)Cl (chloroform). The product is OCCCCCCCCCCCCNC(=O)C=1C=NC(=CC1)N1CCN(CC1)CC (N-(12-Hydroxydodecyl)-6-(4-ethyl-1-piperazinyl)pyridine-3-carboxamide). Yield: 81.8%. RXN SMILES: [CH2:1]([N:3]1[CH2:8][CH2:7][N:6]([C:9]2[N:14]=[CH:13][C:12]([C:15]([O-:17])=O)=[CH:11][CH:10]=2)[CH2:5][CH2:4]1)[CH3:2].[K+].[NH2:19][CH2:20][CH2:21][CH2:22][CH2:23][CH2:24][CH2:25][CH2:26][CH2:27][CH2:28][CH2:29][CH2:30][CH2:31][OH:32].ON1C2C=CC=CC=2N=N1.C1(N=C=NC2CCCCC2)CCCCC1>C(Cl)(Cl)Cl>[OH:32][CH2:31][CH2:30][CH2:29][CH2:28][CH2:27][CH2:26][CH2:25][CH2:24][CH2:23][CH2:22][CH2:21][CH2:20][NH:19][C:15]([C:12]1[CH:13]=[N:14][C:9]([N:6]2[CH2:5][CH2:4][N:3]([CH2:1][CH3:2])[CH2:8][CH2:7]2)=[CH:10][CH:11]=1)=[O:17] |f:0.1|. Reported procedure: To 4.07 g of potassium 6-(4-ethyl-1-piperazinyl)-pyridine-3-carboxylate and 3.00 g of 12-aminododecanol was added 50 ml of chloroform and then 2.01 g of 1-hydroxybenzotriazole (HOBt) and 3.07 g of 1,3-dicyclohexylcarbodiimide (DCC) were added thereto while stirring at room temperature and then the mixture was stirred at room temperature for 17 hours. A further 50 ml of chloroform was added, the mixture was stirred and then insolubles were filtered off. After the residue on a filter paper was was... Starting materials: Cc1cc(N2CCC(N3CCCC3C)C2)ccc1N, COc1ccc2oc(C(=O)O)cc2c1. Yields the product COc1ccc2oc(C(=O)Nc3ccc(N4CCC(N5CCCC5C)C4)cc3C)cc2c1. RXN SMILES: [CH3:1][c:2]1[c:3]([NH2:19])[cH:4][cH:5][c:6]([N:8]2[CH2:9][CH:10]([N:13]3[CH:14]([CH3:18])[CH2:15][CH2:16][CH2:17]3)[CH2:11][CH2:12]2)[cH:7]1.[CH3:20][O:21][c:22]1[cH:23][cH:24][c:25]2[c:26]([cH:27][c:28]([C:30](=[O:31])[OH:32])[o:29]2)[cH:33]1>>[CH3:1][c:2]1[c:3]([NH:19][C:30]([c:28]2[cH:27][c:26]3[c:25]([cH:24][cH:23][c:22]([O:21][CH3:20])[cH:33]3)[o:29]2)=[O:31])[cH:4][cH:5][c:6]([N:8]2[CH2:9][CH:10]([N:13]3[CH:14]([CH3:18])[CH2:15][CH2:16][CH2:17]3)[CH2:11][CH2:12]2)[cH:7]1. Starting materials: IC=1C=C(OCC=2C=C(OC2C)C(=O)O)C=CC1 (4-(3-Iodo-phenoxymethyl)-5-methyl-furan-2-carboxylic acid), FC(C=1C=C(C=CC1)B(O)O)(F)F ((3-trifluoromethyl-phenyl)-boronic acid). Product: CC1=C(C=C(O1)C(=O)O)COC=1C=C(C=CC1)C1=CC(=CC=C1)C(F)(F)F (5-Methyl-4-(3′-trifluoromethyl-biphenyl-3-yloxymethyl)-furan-2-carboxylic acid). As a reaction SMILES: I[C:2]1[CH:3]=[C:4]([CH:16]=[CH:17][CH:18]=1)[O:5][CH2:6][C:7]1[CH:8]=[C:9]([C:13]([OH:15])=[O:14])[O:10][C:11]=1[CH3:12].[F:19][C:20]([F:31])([F:30])[C:21]1[CH:22]=[C:23](B(O)O)[CH:24]=[CH:25][CH:26]=1>>[CH3:12][C:11]1[O:10][C:9]([C:13]([OH:15])=[O:14])=[CH:8][C:7]=1[CH2:6][O:5][C:4]1[CH:3]=[C:2]([C:25]2[CH:24]=[CH:23][CH:22]=[C:21]([C:20]([F:31])([F:30])[F:19])[CH:26]=2)[CH:18]=[CH:17][CH:16]=1. Reported procedure: Compound (109) was prepared from compound (107) and (3-trifluoromethyl-phenyl)-boronic acid by adapting the procedure of Example 26A(c). LC/MS System B; Rt=1.97 mins, m/z (ES−)=375 (M−H for C20H15F3O4). Starting materials: C(C)OC(CC(=O)[O-])=O.[K+] (potassium 3-ethoxy-3-oxopropanoate), N1(C=NC=C1)C(=O)N1C=NC=C1 (di(1H-imidazol-1-yl)methanone), Cl (HCl), COC(=O)N1C(CC(CC1)C(=O)O)C=1C=NC(=CC1)C(F)(F)F (1-(Methoxycarbonyl)-2-(6-(trifluoromethyl)pyridin-3-yl)piperidine-4-carboxylic acid), COC(=O)N1C(CC(CC1)C(=O)O)C=1C=NC(=CC1)C(F)(F)F (1-(Methoxycarbonyl)-2-(6-(trifluoromethyl)pyridin-3-yl)piperidine-4-carboxylic acid), [Cl-].[Mg+2].[Cl-] (magnesium chloride). Solvent: O (water), CC(C)(C)OC (MTBE), CCCCCCC (n-heptane), CN1C(CNC2=C1C(=O)N=C(N2)N)CNC3=CC=C(C=C3)C(=O)NC(CCC(=O)O)C(=O)O (methyl THF), CCOC(=O)C (EtOAc), CN1C(CNC2=C1C(=O)N=C(N2)N)CNC3=CC=C(C=C3)C(=O)NC(CCC(=O)O)C(=O)O (methyl THF). Conditions: time 3 hour. The product is C(C)OC(CC(=O)[C@H]1C[C@@H](N(CC1)C(=O)OC)C=1C=NC(=CC1)C(F)(F)F)=O (Trans-methyl 4-(3-ethoxy-3-oxopropanoyl)-2-(6-(trifluoromethyl)pyridin-3-yl)piperidine-1-carboxylate), C(C)OC(CC(=O)[C@@H]1C[C@@H](N(CC1)C(=O)OC)C=1C=NC(=CC1)C(F)(F)F)=O (cis-methyl 4-(3-ethoxy-3-oxopropanoyl)-2-(6-(trifluoro-methyl)pyridin-3-yl)piperidine-1-carboxylate). Yield: 72.0%. RXN SMILES: [CH3:1][O:2][C:3]([N:5]1[CH2:10][CH2:9][CH:8]([C:11]([OH:13])=O)[CH2:7][CH:6]1[C:14]1[CH:15]=[N:16][C:17]([C:20]([F:23])([F:22])[F:21])=[CH:18][CH:19]=1)=[O:4].N1(C(N2C=CN=C2)=O)C=CN=C1.[CH2:36]([O:38][C:39](=[O:44])[CH2:40][C:41]([O-:43])=O)[CH3:37].[K+].[Cl-].[Mg+2].[Cl-].Cl>CN1C2C(N=C(N)NC=2NCC1CNC1C=CC(C(NC(C(O)=O)CCC(O)=O)=O)=CC=1)=O.CCCCCCC.CCOC(C)=O.O.CC(OC)(C)C>[CH2:36]([O:38][C:39](=[O:44])[CH2:40][C:11]([C@@H:8]1[CH2:9][CH2:10][N:5]([C:3]([O:2][CH3:1])=[O:4])[C@@H:6]([C:14]2[CH:15]=[N:16][C:17]([C:20]([F:22])([F:23])[F:21])=[CH:18][CH:19]=2)[CH2:7]1)=[O:13])[CH3:37].[CH2:36]([O:38][C:39](=[O:44])[CH2:40][C:41]([C@H:8]1[CH2:9][CH2:10][N:5]([C:3]([O:2][CH3:1])=[O:4])[C@@H:6]([C:14]2[CH:15]=[N:16][C:17]([C:20]([F:22])([F:23])[F:21])=[CH:18][CH:19]=2)[CH2:7]1)=[O:43])[CH3:37] |f:2.3,4.5.6|. Reported procedure: 1-(Methoxycarbonyl)-2-(6-(trifluoromethyl)pyridin-3-yl)piperidine-4-carboxylic acid (2.5 g, 3.76 mmol) (reference compound 17) was dissolved in methyl THF (80 mL) then di(1H-imidazol-1-yl)methanone (1.098 g, 6.77 mmol) was added. The mixture was stirred at room temperature under nitrogen for 3 h (flask 1). In a separate flask potassium 3-ethoxy-3-oxopropanoate (1.153 g, 6.77 mmol) was suspended in methyl THF (80 mL), then magnesium chloride (0.645 g, 6.77 mmol) was added. The suspension was stir... The reactants are BrC1=CN=C(S1)NC(N(C1CCSCC1)C1CCCCC1)=O (3-(5-Bromo-thiazol-2-yl)-1-cyclohexyl-1-(tetrahydro-thiopyran-4-yl)-urea), C(C)OC(=O)C=1N(C(=NC1)S)C (2-mercapto-3-methyl-3H-imidazole-4-carboxylic acid ethyl ester). Product: C(C)OC(=O)C=1N(C(=NC1)SC1=CN=C(S1)NC(=O)N(C1CCSCC1)C1CCCCC1)C (2-{2-[3-Cyclohexyl-3-(tetrahydro-thiopyran-4-yl)-ureido]-thiazol-5-ylsulfanyl}-3-methyl-3H-imidazole-4-carboxylic acid ethyl ester). RXN SMILES: Br[C:2]1[S:6][C:5]([NH:7][C:8](=[O:22])[N:9]([CH:16]2[CH2:21][CH2:20][CH2:19][CH2:18][CH2:17]2)[CH:10]2[CH2:15][CH2:14][S:13][CH2:12][CH2:11]2)=[N:4][CH:3]=1.[CH2:23]([O:25][C:26]([C:28]1[N:29]([CH3:34])[C:30]([SH:33])=[N:31][CH:32]=1)=[O:27])[CH3:24]>>[CH2:23]([O:25][C:26]([C:28]1[N:29]([CH3:34])[C:30]([S:33][C:2]2[S:6][C:5]([NH:7][C:8]([N:9]([CH:16]3[CH2:21][CH2:20][CH2:19][CH2:18][CH2:17]3)[CH:10]3[CH2:15][CH2:14][S:13][CH2:12][CH2:11]3)=[O:22])=[N:4][CH:3]=2)=[N:31][CH:32]=1)=[O:27])[CH3:24]. Reported procedure: Prepared as described in general procedure (E) using 3-(5-bromo-thiazol-2-yl)-1-cyclohexyl-1-(tetrahydro-thiopyran-4-yl)-urea (Example 190) and 2-mercapto-3-methyl-3H-imidazole-4-carboxylic acid ethyl ester.